describe an organic reaction: reactants, conditions, products, and yield From a dataset of the Open Reaction Database (ORD), a public repository of structured organic reaction records. RXN SMILES: [C:1]([CH2:3][O:4][C:5]1[C:14]([O:15][CH3:16])=[CH:13][CH:12]=[C:11]2[C:6]=1[CH2:7][CH2:8][CH:9]=[CH:10]2)#[N:2].[BH4-].[Na+]>C(O)C>[C:1]([CH2:3][O:4][C:5]1[C:14]([O:15][CH3:16])=[CH:13][CH:12]=[C:11]2[C:6]=1[CH2:7][CH2:8][CH2:9][CH2:10]2)#[N:2] |f:1.2|. Starting materials: C(#N)COC1=C2CCC=CC2=CC=C1OC (1-Cyano-5,6-dimethoxy-(3,4-dihydronaphthalene)), [BH4-].[Na+] (sodium borohydride). The product is C(#N)COC1=C2CCCCC2=CC=C1OC (1-Cyano-5,6-dimethoxy-(1,2,3,4-tetrahydronaphthalene)). Yield: 79.0%. Run in C(C)O (ethanol). Reported procedure: The product from Example 1 (10.5 g) was refluxed for 2.5 hours in ethanol (200 ml) containing sodium borohydride (6 g). The reaction was cooled to room temperature and evaporated to dryness. Aqueous hydrochloric acid (50 ml) was carefully added followed by extraction with dichloromethane. The organic layer was separated, dried and evaporated affording 8.4 g. of the desired product (79% yield); m.p. 50°-1° C. Reactants: COC(CNC1=C(C=CC(=C1)OCCCCC1=NN=NN1C1CCCCC1)[N+](=O)[O-])=O (N-[5-{4-(1-cyclohexyl tetrazole-5-yl) butoxy}-2-nitropheny] amino acetic acid methyl ester). The reagents and catalysts are [Pd] (Pd/C). Solvent: C(C)O (ethanol). Yields the product C1(CCCCC1)N1N=NN=C1CCCCOC=1C=C2NCC(NC2=CC1)=O (6-[4-(1-cyclohexyl tetrazole-5-yl)-butoxy]-2-oxo-1,2,3,4-tetrahydroquinoxaline). RXN SMILES: C[O:2][C:3](=O)[CH2:4][NH:5][C:6]1[CH:11]=[C:10]([O:12][CH2:13][CH2:14][CH2:15][CH2:16][C:17]2[N:21]([CH:22]3[CH2:27][CH2:26][CH2:25][CH2:24][CH2:23]3)[N:20]=[N:19][N:18]=2)[CH:9]=[CH:8][C:7]=1[N+:28]([O-])=O>[Pd].C(O)C>[CH:22]1([N:21]2[C:17]([CH2:16][CH2:15][CH2:14][CH2:13][O:12][C:10]3[CH:11]=[C:6]4[C:7](=[CH:8][CH:9]=3)[NH:28][C:3](=[O:2])[CH2:4][NH:5]4)=[N:18][N:19]=[N:20]2)[CH2:27][CH2:26][CH2:25][CH2:24][CH2:23]1. Procedure: N-[5-{4-(1-cyclohexyl tetrazole-5-yl) butoxy}-2-nitropheny] amino acetic acid methyl ester 1.9 g (4.4 mM) and 10% Pd/C catalyst 1.9 g were added to ethanol 500 ml. The reactants are C(#N)CC(=O)OCC (ethyl cyanoacetate), C(C)(=O)[O-].[NH4+] (ammonium acetate), C(C)C1=CC=C(C=C1)C(C)=O (4′-ethylacetophenone), C(#N)CC(=O)OCC (ethyl cyanoacetate), C(C)(=O)[O-].[NH4+] (ammonium acetate). Run in C(C)(=O)O (acetic acid), C1=CC=CC=C1 (benzene), C(C)(=O)O (acetic acid), C(C)(=O)OCC (ethyl acetate). Conditions: time 10 hour. The product is C(C)OC(C(=C(C)C1=CC=C(C=C1)CC)C#N)=O (3-(4-Ethylphenyl)-2-cyano-but-2-enoic acid ethyl ester). Reaction SMILES: [CH2:1]([C:3]1[CH:8]=[CH:7][C:6]([C:9](=O)[CH3:10])=[CH:5][CH:4]=1)[CH3:2].[C:12]([CH2:14][C:15]([O:17][CH2:18][CH3:19])=[O:16])#[N:13].C([O-])(=O)C.[NH4+]>C(OCC)(=O)C.C(O)(=O)C.C1C=CC=CC=1>[CH2:18]([O:17][C:15](=[O:16])[C:14]([C:12]#[N:13])=[C:1]([C:3]1[CH:8]=[CH:7][C:6]([CH2:9][CH3:10])=[CH:5][CH:4]=1)[CH3:2])[CH3:19] |f:2.3|. Procedure: A mixture of 4′-ethylacetophenone (50 mmol), ethyl cyanoacetate (50 mmol), acetic acid (1.14 mL), ammonium acetate (400 mg), and benzene (50 mL) is heated to reflux in a Dean-Stark apparatus. After approximately 10 hours, additional ethyl cyanoacetate (50 mmol), acetic acid (1.14 mL), and ammonium acetate (400 mg) are added. After an additional 10 hours, the reaction is cooled to room temperature, diluted with ethyl acetate (30 mL), washed with water (240 mL), brine (40 mL), and dried (Na2SO4). ... Reactants: COC1=NC(=NC(=C1)OC)S (4,6-dimethoxy-2-mercaptopyrimidine), [OH-].[Na+] (Sodium hydroxide), ClC=1SC=CC1[N+](=O)[O-] (2-Chloro-3-nitrothiophene). Solvent: O (water), C(C)O (ethanol). Reaction conditions: time 15 minute. Yields the product COC1=NC(=NC(=C1)OC)SC=1SC=CC1[N+](=O)[O-] (4,6-Dimethoxy-2-(3-nitro-2-thienylthio)pyrimidine). Isolated yield 83.1%. RXN SMILES: [OH-].[Na+].[CH3:3][O:4][C:5]1[CH:10]=[C:9]([O:11][CH3:12])[N:8]=[C:7]([SH:13])[N:6]=1.Cl[C:15]1[S:16][CH:17]=[CH:18][C:19]=1[N+:20]([O-:22])=[O:21]>O.C(O)C>[CH3:12][O:11][C:9]1[CH:10]=[C:5]([O:4][CH3:3])[N:6]=[C:7]([S:13][C:15]2[S:16][CH:17]=[CH:18][C:19]=2[N+:20]([O-:22])=[O:21])[N:8]=1 |f:0.1|. Procedure: Sodium hydroxide (1.2 g) was dissolved in water (50 ml), 4,6-dimethoxy-2-mercaptopyrimidine (5.3 g) was added, and the mixture was stirred at room temperature for 15 minutes. 2-Chloro-3-nitrothiophene (5.0 g) dissolved in ethanol (50 ml) was added with stirring, the mixture being stirred at room temperature for 6 hours. The resulting precipitate was filtered, washed with water and dried, to give 7.6 g of the desired product, mp 199°-201° C. Reactants: CCOC(=O)c1cc(-c2cccc(C(F)(F)F)c2)c(OCCO)c(-c2cccc(C(F)(F)F)c2)c1, CCCCCCCCCCCCN, C1CCOC1, [Li]CCCC, Cl. The product is CCCCCCCCCCCCNC(=O)c1cc(-c2cccc(C(F)(F)F)c2)c(OCCO)c(-c2cccc(C(F)(F)F)c2)c1. Reaction SMILES: [CH2:19]([O:21][C:22](=[O:20])[c:23]1[cH:24][c:25](-[c:43]2[cH:44][c:45]([C:49]([F:50])([F:51])[F:52])[cH:46][cH:47][cH:48]2)[c:26]([O:39][CH2:40][CH2:41][OH:42])[c:27](-[c:29]2[cH:30][c:31]([C:35]([F:36])([F:37])[F:38])[cH:32][cH:33][cH:34]2)[cH:28]1)[CH3:53].[CH2:1]([CH2:2][CH2:3][CH2:4][CH2:5][CH2:6][CH2:7][CH2:8][CH2:9][CH2:10][CH2:11][CH3:12])[NH2:13].[CH2:55]1[O:56][CH2:57][CH2:58][CH2:59]1.[CH3:14][CH2:15][CH2:16][CH2:17][Li:18].[ClH:54]>>[CH2:1]([CH2:2][CH2:3][CH2:4][CH2:5][CH2:6][CH2:7][CH2:8][CH2:9][CH2:10][CH2:11][CH3:12])[NH:13][C:22](=[O:21])[c:23]1[cH:24][c:25](-[c:43]2[cH:44][c:45]([C:49]([F:50])([F:51])[F:52])[cH:46][cH:47][cH:48]2)[c:26]([O:39][CH2:40][CH2:41][OH:42])[c:27](-[c:29]2[cH:30][c:31]([C:35]([F:36])([F:37])[F:38])[cH:32][cH:33][cH:34]2)[cH:28]1. Starting materials: C1(=CC=CC=C1)CCCNCCC(P(O)(=O)O)(P(O)(=O)O)O (3-(3-phenylpropylamino)-1-hydroxypropane-1,1-diphosphonic acid), C(=O)O (formic acid), C=O (formaldehyde). Run in O (water). Product: C1(=CC=CC=C1)CCCN(C)CCC(P(O)(=O)O)(P(O)(=O)O)O (3-[N-(3-phenylpropyl)-N-methyl-amino]-1-hydroxy-propane-1,1-diphosphonic acid). Reaction SMILES: [C:1]1([CH2:7][CH2:8][CH2:9][NH:10][CH2:11][CH2:12][C:13]([OH:22])([P:18]([OH:21])(=[O:20])[OH:19])[P:14]([OH:17])(=[O:16])[OH:15])[CH:6]=[CH:5][CH:4]=[CH:3][CH:2]=1.[CH:23](O)=O.C=O>O>[C:1]1([CH2:7][CH2:8][CH2:9][N:10]([CH2:11][CH2:12][C:13]([OH:22])([P:18]([OH:21])(=[O:19])[OH:20])[P:14]([OH:15])(=[O:17])[OH:16])[CH3:23])[CH:6]=[CH:5][CH:4]=[CH:3][CH:2]=1. Procedure details: 9.3 g (26.3 mmol) of 3-(3-phenylpropylamino)-1-hydroxypropane-1,1-diphosphonic acid are refluxed for 36 hours with 6.1 ml of formic acid and 4.2 ml of a 38% formaldehyde solution in water. The reaction solution is concentrated by evaporation under reduced pressure and the residue is diluted with acetone, yielding 3-[N-(3-phenylpropyl)-N-methyl-amino]-1-hydroxy-propane-1,1-diphosphonic acid in the form of colourless crystals of m.p. 219° (decomp.). Starting materials: N(=[N+]=[N-])CN1C(=O)C(=O)C2=CC(=CC=C12)S(=O)(=O)N1[C@@H](CCC1)COC1=C(C=C(C=C1)F)F ((S)-1-(azidomethyl)-5-(2-(2,4-difluorophenoxymethyl)-pyrrolidine-1-sulfonyl)isatin), compound 37, FCC#C (3-fluoroprop-1-yne), FCC#C (3-fluoroprop-1-yne), O=C1C(O)=C(O)[C@H](O1)[C@@H](O)CO (L-ascorbic acid), 3-[18F]fluoroprop-1-yne. The reagents and catalysts are [O-]S(=O)(=O)[O-].[Cu+2] (CuSO4). Run in CN(C)C=O (DMF). Product: FCC=1N=NN(C1)CN1C(=O)C(=O)C2=CC(=CC=C12)S(=O)(=O)N1[C@@H](CCC1)COC1=C(C=C(C=C1)F)F ((S)-1-[4-(Fluoromethyl)-1H-[1,2,3]-triazol-1-yl]methyl-5-(2-(2,4-difluorophenoxymethyl)-pyrrolidine-1-sulfonyl)isatin). As a reaction SMILES: [N:1]([CH2:4][N:5]1[C:15]2[C:10](=[CH:11][C:12]([S:16]([N:19]3[CH2:23][CH2:22][CH2:21][C@H:20]3[CH2:24][O:25][C:26]3[CH:31]=[CH:30][C:29]([F:32])=[CH:28][C:27]=3[F:33])(=[O:18])=[O:17])=[CH:13][CH:14]=2)[C:8](=[O:9])[C:6]1=[O:7])=[N+:2]=[N-:3].[F:34][CH2:35][C:36]#[CH:37].O=C1O[C@H]([C@H](CO)O)C(O)=C1O>[O-]S([O-])(=O)=O.[Cu+2].CN(C=O)C>[F:34][CH2:35][C:36]1[N:3]=[N:2][N:1]([CH2:4][N:5]2[C:15]3[C:10](=[CH:11][C:12]([S:16]([N:19]4[CH2:23][CH2:22][CH2:21][C@H:20]4[CH2:24][O:25][C:26]4[CH:31]=[CH:30][C:29]([F:32])=[CH:28][C:27]=4[F:33])(=[O:18])=[O:17])=[CH:13][CH:14]=3)[C:8](=[O:9])[C:6]2=[O:7])[CH:37]=1 |f:3.4|. Procedure: is prepared as illustrated in FIG. 2(ii), by reaction of (S)-1-(azidomethyl)-5-(2-(2,4-difluorophenoxymethyl)-pyrrolidine-1-sulfonyl)isatin] (compound 37) with 3-fluoroprop-1-yne (compound 28). The reagents are as follows: (a) CuSO4, L-ascorbic acid, DMF. For the preparation of [18F]6, 3-[18F]fluoroprop-1-yne is used in place of 3-fluoroprop-1-yne.